Dataset: the Open Reaction Database (ORD), a public repository of structured organic reaction records. Task: describe an organic reaction: reactants, conditions, products, and yield Starting materials: O (Water), CC(OCC)=O (EA), C(C)OC(=O)C=1NC=C(C1C1=CC=CC=C1)CC1=C(C(=CC=C1)F)C (4-(3-Fluoro-2-methyl-benzyl)-3-phenyl-1H-pyrrole-2-carboxylic acid ethyl ester), [H-].[Na+] (sodium hydride), CN(C)C=O (DMF), 0-(2,4-dinitro-phenyl)-hydroxylamine. Reaction conditions: temperature 0 celsius, time 10 minute. Yields the product C(C)OC(=O)C=1N(C=C(C1C1=CC=CC=C1)CC1=C(C(=CC=C1)F)C)N (1-Amino-4-(3-fluoro-2-methyl-benzyl)-3-phenyl-1H-pyrrole-2-carboxylic acid ethyl ester). As a reaction SMILES: [CH2:1]([O:3][C:4]([C:6]1[NH:7][CH:8]=[C:9]([CH2:17][C:18]2[CH:23]=[CH:22][CH:21]=[C:20]([F:24])[C:19]=2[CH3:25])[C:10]=1[C:11]1[CH:16]=[CH:15][CH:14]=[CH:13][CH:12]=1)=[O:5])[CH3:2].[H-].[Na+].O.CC(=O)OCC.C[N:36](C=O)C>>[CH2:1]([O:3][C:4]([C:6]1[N:7]([NH2:36])[CH:8]=[C:9]([CH2:17][C:18]2[CH:23]=[CH:22][CH:21]=[C:20]([F:24])[C:19]=2[CH3:25])[C:10]=1[C:11]1[CH:16]=[CH:15][CH:14]=[CH:13][CH:12]=1)=[O:5])[CH3:2] |f:1.2|. Procedure: To a solution of the compound of step 4 (6.748 g, 20.00 mmol) in 60 ml of anhydrous DMF under a nitrogen atmosphere at 0° C. was added sodium hydride (60% in mineral oil, 0.960 g, 24 mmol) in small portions. After stirring for 10 min at 0° C., the mixture was allowed to warm to room temperature over 15 min. After cooling to 0° C. again, 0-(2,4-dinitro-phenyl)-hydroxylamine (cf. C. Legault et al., J. Org. Chem. 68 (2003), 7119; P. H. Boyle et al., ARKIVOC (2003) (vii), 67; 4.779 g, 24.00 mmol) wa... Starting materials: COC(COC1=C(C=C(C(=C1)OC)S(=O)(=O)CC1=CC=C(C=C1)C1=CC=C(C=C1)C(F)(F)F)C)=O ([5-Methoxy-2-methyl-4-(4′-trifluoromethyl-biphenyl-4-ylmethanesulfonyl)-phenoxy]-acetic acid methyl ester), ClC1=CC(=CC=C1)C(=O)OO (m-chloroperbenzoic acid), COC(COC1=C(C=C(C(=C1)OC)S(=O)(=O)CC1=CC=C(C=C1)C1=CC=C(C=C1)C(F)(F)F)C)=O ([5-Methoxy-2-methyl-4-(4′-trifluoromethyl-biphenyl-4-ylmethanesulfonyl)-phenoxy]-acetic acid methyl ester), COC(COC1=C(C=C(C(=C1)OC)S(=O)(=O)CC1=CC=C(C=C1)C1=CC=C(C=C1)C(F)(F)F)C)=O ([5-Methoxy-2-methyl-4-(4′-trifluoromethyl-biphenyl-4-ylmethanesulfonyl)-phenoxy]-acetic acid methyl ester), COC=1C(=CC(=C(OCC(=O)O)C1)C)SCC1=CC=C(C=C1)C1=CC=C(C=C1)C(F)(F)F ([5-Methoxy-2-methyl-4-(4′-trifluoromethyl-biphenyl-4-ylmethylsulfanyl)-phenoxy]-acetic acid). Run in ClCCl (dichloromethane). Reaction conditions: time 3 hour. Yields the product COC=1C(=CC(=C(OCC(=O)O)C1)C)S(=O)(=O)CC1=CC=C(C=C1)C1=CC=C(C=C1)C(F)(F)F ([5-Methoxy-2-methyl-4-(4′-trifluoromethyl-biphenyl-4-ylmethanesulfonyl)-phenoxy]-acetic acid). Reaction SMILES: C[O:2][C:3](=[O:35])[CH2:4][O:5][C:6]1[CH:11]=[C:10]([O:12][CH3:13])[C:9]([S:14]([CH2:17][C:18]2[CH:23]=[CH:22][C:21]([C:24]3[CH:29]=[CH:28][C:27]([C:30]([F:33])([F:32])[F:31])=[CH:26][CH:25]=3)=[CH:20][CH:19]=2)(=[O:16])=[O:15])=[CH:8][C:7]=1[CH3:34].COC1C(SCC2C=CC(C3C=CC(C(F)(F)F)=CC=3)=CC=2)=CC(C)=C(C=1)OCC(O)=O.ClC1C=CC=C(C(OO)=O)C=1>ClCCl>[CH3:13][O:12][C:10]1[C:9]([S:14]([CH2:17][C:18]2[CH:19]=[CH:20][C:21]([C:24]3[CH:29]=[CH:28][C:27]([C:30]([F:33])([F:32])[F:31])=[CH:26][CH:25]=3)=[CH:22][CH:23]=2)(=[O:16])=[O:15])=[CH:8][C:7]([CH3:34])=[C:6]([CH:11]=1)[O:5][CH2:4][C:3]([OH:35])=[O:2]. Procedure: Preparation of [5-Methoxy-2-methyl-4-(4′-trifluoromethyl-biphenyl-4-ylmethanesulfonyl)-phenoxy]-acetic acid methyl ester (compound 50A) Example 4 (200 mg) was dissolved in 5 ml dichloromethane. Excess m-chloroperbenzoic acid (300 mg) was added and the reaction was allowed to stir 3 h. The solvent was removed under vacuum and the crude product was purified by MPLC. MS m/z 509 (M+1). Step 2. Preparation of [5-Methoxy-2-methyl-4-(4′-trifluoromethyl-biphenyl-4-ylmethanesulfonyl)-phenoxy]-acetic acid... Starting materials: COC1=C(C=C(C(=C1)C)[N+](=O)[O-])C(F)(F)F (1-Methoxy-5-methyl-4-nitro-2-trifluoromethyl-benzene). The reagents and catalysts are [C].[Pd] (palladium-carbon). Solvent: CO (methanol). Run at time 1 day. The product is COC1=CC(=C(C=C1C(F)(F)F)N)C (4-methoxy-2-methyl-5-trifluoromethyl-phenylamine). Isolated yield 104.0%. As a reaction SMILES: [CH3:1][O:2][C:3]1[CH:8]=[C:7]([CH3:9])[C:6]([N+:10]([O-])=O)=[CH:5][C:4]=1[C:13]([F:16])([F:15])[F:14]>CO.[C].[Pd]>[CH3:1][O:2][C:3]1[C:4]([C:13]([F:14])([F:16])[F:15])=[CH:5][C:6]([NH2:10])=[C:7]([CH3:9])[CH:8]=1 |f:2.3|. Procedure: 1-Methoxy-5-methyl-4-nitro-2-trifluoromethyl-benzene (10 g) is dissolved in methanol (100 ml), and thereto is added 10% palladium-carbon (1 g) and the mixture is stirred under hydrogen atmosphere at room temperature for 1 day. The catalyst is removed by filtration, and the filtrate is concentrated under reduced pressure to give 4-methoxy-2-methyl-5-trifluoromethyl-phenylamine (9.07 g). MS (m/z): 206 [M+H]+